From a dataset of the Open Reaction Database (ORD), a public repository of structured organic reaction records. describe an organic reaction: reactants, conditions, products, and yield Reactants: NC1=NN(C=C1C(N)=O)C1(CCN(CC1)C(=O)OC(C)(C)C)CC#N (tert-butyl 4-(3-amino-4-carbamoyl-1H-pyrazol-1-yl)-4-(cyanomethyl)piperidine-1-carboxylate), [O-]P(=O)([O-])[O-].[K+].[K+].[K+] (K3PO4), NC1=NN(C=C1C(N)=O)C1(CCN(CC1)C(=O)OC(C)(C)C)CC#N (tert-butyl 4-(3-amino-4-carbamoyl-1H-pyrazol-1-yl)-4-(cyanomethyl)piperidine-1-carboxylate), CC(C)C1=CC(=C(C(=C1)C(C)C)C2=C(C=CC=C2)P(C3CCCCC3)C4CCCCC4)C(C)C (X-Phos), BrC1=NC=NC=C1 (4-bromopyrimidine). The reagents and catalysts are C=1C=CC(=CC1)/C=C/C(=O)/C=C/C2=CC=CC=C2.C=1C=CC(=CC1)/C=C/C(=O)/C=C/C2=CC=CC=C2.C=1C=CC(=CC1)/C=C/C(=O)/C=C/C2=CC=CC=C2.[Pd].[Pd] (Pd2(dba)3). The solvent is CC(C)(C)O (t-BuOH). Conditions: temperature 80 celsius, time 1 hour. The product is C(N)(=O)C=1C(=NN(C1)C1(CCN(CC1)C(=O)OC(C)(C)C)CC#N)NC1=NC=NC=C1 (tert-Butyl 4-(4-carbamoyl-3-(pyrimidin-4-ylamino)-1H-pyrazol-1-yl)-4-(cyanomethyl)piperidine-1-carboxylate). RXN SMILES: [O-]P([O-])([O-])=O.[K+].[K+].[K+].CC(C1C=C(C(C)C)C(C2C=CC=CC=2P(C2CCCCC2)C2CCCCC2)=C(C(C)C)C=1)C.Br[C:44]1[CH:49]=[CH:48][N:47]=[CH:46][N:45]=1.[NH2:50][C:51]1[C:55]([C:56](=[O:58])[NH2:57])=[CH:54][N:53]([C:59]2([CH2:72][C:73]#[N:74])[CH2:64][CH2:63][N:62]([C:65]([O:67][C:68]([CH3:71])([CH3:70])[CH3:69])=[O:66])[CH2:61][CH2:60]2)[N:52]=1>CC(O)(C)C.C1C=CC(/C=C/C(/C=C/C2C=CC=CC=2)=O)=CC=1.C1C=CC(/C=C/C(/C=C/C2C=CC=CC=2)=O)=CC=1.C1C=CC(/C=C/C(/C=C/C2C=CC=CC=2)=O)=CC=1.[Pd].[Pd]>[C:56]([C:55]1[C:51]([NH:50][C:44]2[CH:49]=[CH:48][N:47]=[CH:46][N:45]=2)=[N:52][N:53]([C:59]2([CH2:72][C:73]#[N:74])[CH2:64][CH2:63][N:62]([C:65]([O:67][C:68]([CH3:69])([CH3:70])[CH3:71])=[O:66])[CH2:61][CH2:60]2)[CH:54]=1)(=[O:58])[NH2:57] |f:0.1.2.3,8.9.10.11.12|. Reported procedure: K3PO4 (75 mg, 0.35 mmol), X-Phos (21 mg, 0.043 mmol), 4-bromopyrimidine (34 mg, 0.22 mmol) and tert-butyl 4-(3-amino-4-carbamoyl-1H-pyrazol-1-yl)-4-(cyanomethyl)piperidine-1-carboxylate (Intermediate 35-1) (50 mg, 0.14 mmol) were suspended in t-BuOH (3 mL) and degassed with argon for 5 minutes in a microwave vial. The catalyst, Pd2(dba)3 (20 mg, 0.022 mmol), was added and then the mixture was heated at 80° C. for 2 hours. The mixture was then cooled to ambient temperature, Si-DMT (0.10 g) was ad... Starting materials: CC(O)CNc1nc(S(C)(=O)=O)nc2[nH]nc(C3CCCC3)c12, Oc1ccc(F)cc1F, [K+], [OH-]. Product: CC(O)CNc1nc(Oc2ccc(F)cc2F)nc2[nH]nc(C3CCCC3)c12. Reaction SMILES: [CH:1]1([c:6]2[n:7][nH:8][c:9]3[n:10][c:11]([S:20]([CH3:21])(=[O:22])=[O:23])[n:12][c:13]([NH:15][CH2:16][CH:17]([CH3:18])[OH:19])[c:14]23)[CH2:2][CH2:3][CH2:4][CH2:5]1.[F:24][c:25]1[c:26]([OH:32])[cH:27][cH:28][c:29]([F:31])[cH:30]1.[K+:34].[OH-:33]>>[CH:1]1([c:6]2[n:7][nH:8][c:9]3[n:10][c:11]([O:32][c:26]4[c:25]([F:24])[cH:30][c:29]([F:31])[cH:28][cH:27]4)[n:12][c:13]([NH:15][CH2:16][CH:17]([CH3:18])[OH:19])[c:14]23)[CH2:2][CH2:3][CH2:4][CH2:5]1. The reactants are FC=1C=C(N)C=CC1 (3-fluoroaniline), Cl (HCl), N1=C(Cl)N=C(Cl)N=C1Cl (cyanuric chloride), [OH-].[Na+] (NaOH), [OH-].[Na+] (NaOH). The solvent is CC(=O)C (acetone), CC(=O)C (acetone). Run at temperature 2.5 celsius. Product: ClC1=NC(=NC(=N1)Cl)NC1=CC(=CC=C1)F ((4,6-Dichloro-[1,3,5]triazin-2-yl)-(3-fluoro-phenyl)-amine). RXN SMILES: [N:1]1[C:8]([Cl:9])=[N:7][C:5](Cl)=[N:4][C:2]=1[Cl:3].[F:10][C:11]1[CH:12]=[C:13]([CH:15]=[CH:16][CH:17]=1)[NH2:14].[OH-].[Na+].Cl>CC(C)=O>[Cl:9][C:8]1[N:1]=[C:2]([Cl:3])[N:4]=[C:5]([NH:14][C:13]2[CH:15]=[CH:16][CH:17]=[C:11]([F:10])[CH:12]=2)[N:7]=1 |f:2.3|. Procedure: To cyanuric chloride (1.6614 g, 9 mmol) dissolved in acetone (20 mL) stirring at 0-5° C., was added a solution of 3-fluoroaniline (0.9 mL, 9 mmol) in acetone (5 mL) followed by the addition of 2.5 N NaOH (3.6 mL, 9 mmol). The reaction mixture was allowed to stir at 0-5° C. for 1 hour under nitrogen. The reaction mixture was poured over crushed ice and neutralized with 10% HCl and 10% NaOH. The solid that formed was collected by vacuum filtration and the resulting solid was dried overnight under ...